From a dataset of the Open Reaction Database (ORD), a public repository of structured organic reaction records. describe an organic reaction: reactants, conditions, products, and yield The reactants are C(CCC)[Sn](C1=CN=C2N1C=CC(=N2)C(F)(F)F)(CCCC)CCCC (3-tributylstannyl-7-trifluoromethylimidazo[1,2-α]pyrimidine), BrC=1C=CC(=NC1)F (5-bromo-2-fluoropyridine). The reagents and catalysts are C=1C=CC(=CC1)[P](C=2C=CC=CC2)(C=3C=CC=CC3)[Pd]([P](C=4C=CC=CC4)(C=5C=CC=CC5)C=6C=CC=CC6)([P](C=7C=CC=CC7)(C=8C=CC=CC8)C=9C=CC=CC9)[P](C=1C=CC=CC1)(C=1C=CC=CC1)C=1C=CC=CC1 (tetrakis(triphenylphosphine)palladium(0)). Product: FC1=NC=C(C=C1)C1=CN=C2N1C=CC(=N2)C(F)(F)F (3-(2-fluoropyridin-5-yl)-7-trifluoromethylimidazo[1,2-α]pyrimidine). RXN SMILES: C([Sn](CCCC)(CCCC)[C:6]1[N:10]2[CH:11]=[CH:12][C:13]([C:15]([F:18])([F:17])[F:16])=[N:14][C:9]2=[N:8][CH:7]=1)CCC.Br[C:28]1[CH:29]=[CH:30][C:31]([F:34])=[N:32][CH:33]=1>C1C=CC([P]([Pd]([P](C2C=CC=CC=2)(C2C=CC=CC=2)C2C=CC=CC=2)([P](C2C=CC=CC=2)(C2C=CC=CC=2)C2C=CC=CC=2)[P](C2C=CC=CC=2)(C2C=CC=CC=2)C2C=CC=CC=2)(C2C=CC=CC=2)C2C=CC=CC=2)=CC=1>[F:34][C:31]1[CH:30]=[CH:29][C:28]([C:6]2[N:10]3[CH:11]=[CH:12][C:13]([C:15]([F:16])([F:17])[F:18])=[N:14][C:9]3=[N:8][CH:7]=2)=[CH:33][N:32]=1 |^1:38,40,59,78|. Reported procedure: To a degassed solution of 3-tributylstannyl-7-trifluoromethylimidazo[1,2-α]pyrimidine was added 5-bromo-2-fluoropyridine (0.128 ml, 1.3 mmol) and tetrakis(triphenylphosphine)palladium(0) (173 mg, 0.15 mmol) and the mixture heated at reflux for 5 h. The crude reaction was washed with water and extracted with ethyl acetate. After adding isohexane a dark solid was collected by suction filtration. The solid was adsorbed onto silica and purified by chromatography on silica gel, eluting with isohexane... The reactants are CCc1c(OCc2ccccc2)c(=O)ccn1CCOC(=O)C(C)(C)C, CN(C)C=O, CCOC(C)=O, [H][H]. Yields the product CCc1c(O)c(=O)ccn1CCOC(=O)C(C)(C)C. RXN SMILES: [CH2:1]([c:2]1[cH:3][cH:4][cH:5][cH:6][cH:7]1)[O:8][c:9]1[c:10]([CH2:25][CH3:26])[n:11]([CH2:16][CH2:17][O:18][C:19]([C:20]([CH3:21])([CH3:22])[CH3:23])=[O:24])[cH:12][cH:13][c:14]1=[O:15].[CH3:29][N:30]([CH3:31])[CH:32]=[O:33].[CH3:34][CH2:35][O:36][C:37](=[O:38])[CH3:39].[H:27][H:28]>>[OH:8][c:9]1[c:10]([CH2:25][CH3:26])[n:11]([CH2:16][CH2:17][O:18][C:19]([C:20]([CH3:21])([CH3:22])[CH3:23])=[O:24])[cH:12][cH:13][c:14]1=[O:15]. Reactants: 2.6u, CC(C)(C#C)O (2-methylbut-3-yn-2-ol), ClC1=CC=C(C=C1)C1=C(C(=CC2=CC(=CC=C12)OS(=O)(=O)C(F)(F)F)C)[C@@H](C(=O)OCC)O ((S)-ethyl 2-(1-(4-chlorophenyl)-3-methyl-6-(trifluoromethylsulfonyloxy) naphthalen-2-yl)-2-hydroxyacetate), [BH4-].[Na+] (NaBH4), BrC1=CC=C2C=C(C(=C(C2=C1)C1=CC=C(C=C1)Cl)C(C(=O)OCC)=O)C (ethyl 2-(7-bromo-1-(4-chlorophenyl)-3-methylnaphthalen-2-yl)-2-oxoacetate). The solvent is CC#N.O (MeCN H2O). The product is C(C)(C)(C)O[C@H](C(=O)O)C1=C(C2=CC(=CC=C2C=C1C)C#CC(C)(C)O)C1=CC=C(C=C1)Cl ((S)-2-tert-butoxy-2-(1-(4-chlorophenyl)-7-(3-hydroxy-3-methylbut-1-ynyl)-3-methylnaphthalen-2-yl)acetic acid). RXN SMILES: [Cl:1][C:2]1[CH:7]=[CH:6][C:5]([C:8]2[C:17]3[C:12](=[CH:13][C:14](OS(C(F)(F)F)(=O)=O)=[CH:15][CH:16]=3)[CH:11]=[C:10]([CH3:26])[C:9]=2[C@H:27]([OH:33])[C:28]([O:30]CC)=[O:29])=[CH:4][CH:3]=1.[BH4-].[Na+].BrC1C=[C:45]2[C:40]([CH:41]=C(C)C(C(=O)C(OCC)=O)=C2C2C=CC(Cl)=CC=2)=[CH:39]C=1.[CH3:62][C:63]([OH:67])([C:65]#[CH:66])[CH3:64]>CC#N.O>[C:40]([O:33][C@@H:27]([C:9]1[C:10]([CH3:26])=[CH:11][C:12]2[C:17](=[CH:16][C:15]([C:66]#[C:65][C:63]([OH:67])([CH3:64])[CH3:62])=[CH:14][CH:13]=2)[C:8]=1[C:5]1[CH:6]=[CH:7][C:2]([Cl:1])=[CH:3][CH:4]=1)[C:28]([OH:30])=[O:29])([CH3:45])([CH3:41])[CH3:39] |f:1.2,5.6|. Reported procedure: (S)-2-tert-Butoxy-2-(1-(4-chlorophenyl)-7-(3-hydroxy-3-methylbut-1-ynyl)-3-methylnaphthalen-2-yl)acetic acid (99) was prepared by the method of Example 67 using the reduction method of Example 51 step 3 for (S)-ethyl 2-(1-(4-chlorophenyl)-3-methyl-6-(trifluoromethylsulfonyloxy) naphthalen-2-yl)-2-hydroxyacetate instead of step 5, NaBH4 step, from ethyl 2-(7-bromo-1-(4-chlorophenyl)-3-methylnaphthalen-2-yl)-2-oxoacetate. The remainder of the sequence follows the method of Example 67 using 2-methy... Reactants: CCN=C=NCCCN(C)C, C1COCCN1, ClCCl, Cl, O=C(O)c1cc(C2CCCN2c2cc(F)cc(F)c2)c2oc(N3CCOCC3)cc(=O)c2c1, [O-][n+]1ccccc1O. Yields the product O=C(c1cc(C2CCCN2c2cc(F)cc(F)c2)c2oc(N3CCOCC3)cc(=O)c2c1)N1CCOCC1. As a reaction SMILES: [CH2:2]([N:3]=[C:4]=[N:5][CH2:6][CH2:7][CH2:8][N:9]([CH3:10])[CH3:11])[CH3:12].[CH2:54]1[CH2:55][O:56][CH2:57][CH2:58][NH:59]1.[Cl:60][CH2:61][Cl:62].[ClH:1].[F:13][c:14]1[cH:15][c:16]([N:21]2[CH:22]([c:26]3[cH:27][c:28]([C:43](=[O:44])[OH:45])[cH:29][c:30]4[c:31](=[O:42])[cH:32][c:33]([N:36]5[CH2:37][CH2:38][O:39][CH2:40][CH2:41]5)[o:34][c:35]34)[CH2:23][CH2:24][CH2:25]2)[cH:17][c:18]([F:20])[cH:19]1.[OH:46][c:47]1[cH:48][cH:49][cH:50][cH:51][n+:52]1[O-:53]>>[F:13][c:14]1[cH:15][c:16]([N:21]2[CH:22]([c:26]3[cH:27][c:28]([C:43](=[O:45])[N:59]4[CH2:54][CH2:55][O:56][CH2:57][CH2:58]4)[cH:29][c:30]4[c:31](=[O:42])[cH:32][c:33]([N:36]5[CH2:37][CH2:38][O:39][CH2:40][CH2:41]5)[o:34][c:35]34)[CH2:23][CH2:24][CH2:25]2)[cH:17][c:18]([F:20])[cH:19]1. Reactants: phenylmethyl ester, O=C(CCC(C1=CC=CC=C1)=O)N[C@@H](C)C(=O)N1[C@H](C(=O)OCC2=CC=CC=C2)CCC1 (1[N-(1,4-Dioxo-4-phenylbutyl)-L-alanyl]-L-proline, phenylmethyl ester), CO (methanol), C(C)O (ethanol), [OH-].[Na+] (sodium hydroxide). The solvent is O (water). Conditions: time 17 hour. Yields the product O=C(CCC(C1=CC=CC=C1)=O)N[C@@H](C)C(=O)N1[C@H](C(=O)O)CCC1 (1-[N-(1,4-Dioxo-4-phenylbutyl)-L-alanyl]-L-proline). Reaction SMILES: [O:1]=[C:2]([NH:13][C@H:14]([C:16]([N:18]1[CH2:32][CH2:31][CH2:30][C@H:19]1[C:20]([O:22]CC1C=CC=CC=1)=[O:21])=[O:17])[CH3:15])[CH2:3][CH2:4][C:5](=[O:12])[C:6]1[CH:11]=[CH:10][CH:9]=[CH:8][CH:7]=1.CO.C(O)C.[OH-].[Na+]>O>[O:1]=[C:2]([NH:13][C@H:14]([C:16]([N:18]1[CH2:32][CH2:31][CH2:30][C@H:19]1[C:20]([OH:22])=[O:21])=[O:17])[CH3:15])[CH2:3][CH2:4][C:5](=[O:12])[C:6]1[CH:7]=[CH:8][CH:9]=[CH:10][CH:11]=1 |f:3.4|. Procedure: A mixture of the phenylmethyl ester product from part (a) (1.3 g., 3.0 mmole), methanol (3.5 ml.), ethanol (3.5 ml.), water (3.5 ml.), and 1N aqueous sodium hydroxide solution (3.5 ml., 3.5 mmole) is stirred at 25° for 17 hours, after which it is partially concentrated by rotary evaporation (to remove volatile alcohols). The solution is then diluted with water and washed with ethyl acetate (the ethyl acetate layer is discarded). The aqueous layer is acidified with hydrochloric acid and extracted... Starting materials: C1(=CC=CC=2CC(CCC12)O)O (5,6,7,8-tetrahydro-1,6-naphthalenediol), material, C[O-].[Na+] (sodium methoxide), C(Cl)C1CO1 (epichlorohydrin). Run in CO (methanol). Run at time 8 hour. Product: O1C(COC2=C3CCC(CC3=CC=C2)O)C1 (1,2,3,4-Tetrahydro-5-[2,3-epoxy-propoxy]-2-naphthol). As a reaction SMILES: [C:1]1([OH:12])[C:10]2[CH2:9][CH2:8][CH:7]([OH:11])[CH2:6][C:5]=2[CH:4]=[CH:3][CH:2]=1.C[O-].[Na+].[CH2:16]([CH:18]1[O:20][CH2:19]1)Cl>CO>[O:20]1[CH2:19][CH:18]1[CH2:16][O:12][C:1]1[CH:2]=[CH:3][CH:4]=[C:5]2[C:10]=1[CH2:9][CH2:8][CH:7]([OH:11])[CH2:6]2 |f:1.2|. Procedure details: A solution of 2.46 g. (0.015 mole) of 5,6,7,8-tetrahydro-1,6-naphthalenediol and 810 mg. (0.015 mole) of sodium methoxide in 30 ml. of methanol is prepared under nitrogen and the solvent removed in vacuo. The resulting foam is stirred overnight with 20 ml. of dimethylsulfoxide and 1.40 g. (0.015 mole) of epichlorohydrin, poured into 200 ml. of water and extracted with four 125 ml. portions of ether. Drying and solvent removal gives 3.06 g. of oil which is purified by chromatography on silica gel...